From a dataset of the Open Reaction Database (ORD), a public repository of structured organic reaction records. describe an organic reaction: reactants, conditions, products, and yield Reactants: CC=1N(C(=CC1)C)C=1C(=NC(=C(C1)C(F)(F)F)OC)C(=O)OC (Methyl 3-(2,5-dimethyl-1H-pyrrol-1-yl)-6-methoxy-5-(trifluoromethyl)picolinate), [Si](C)(C)(C)Cl (TMS-Chloride). Run in C(C)#N (acetonitrile). The product is CC=1N(C(=CC1)C)C=1C(=NC(=C(C1)C(F)(F)F)O)C(=O)OC (Methyl 3-(2,5-dimethyl-1H-pyrrol-1-yl)-6-hydroxy-5-(trifluoromethyl)picolinate). Reaction SMILES: [CH3:1][C:2]1[N:3]([C:8]2[C:9]([C:20]([O:22][CH3:23])=[O:21])=[N:10][C:11]([O:18]C)=[C:12]([C:14]([F:17])([F:16])[F:15])[CH:13]=2)[C:4]([CH3:7])=[CH:5][CH:6]=1.[Si](Cl)(C)(C)C>C(#N)C>[CH3:7][C:4]1[N:3]([C:8]2[C:9]([C:20]([O:22][CH3:23])=[O:21])=[N:10][C:11]([OH:18])=[C:12]([C:14]([F:15])([F:16])[F:17])[CH:13]=2)[C:2]([CH3:1])=[CH:6][CH:5]=1. Procedure details: Methyl 3-(2,5-dimethyl-1H-pyrrol-1-yl)-6-methoxy-5-(trifluoromethyl)picolinate (100 mg, 0.305 mmol) in acetonitrile (3.05 ml) was treated with KI (202 mg, 1.218 mmol) and TMS-Chloride (0.156 ml, 1.221 mmol) and heated at reflux for 6 hours. The solvent removed was in vacuo and the crude product was dissolved in EtOAc (20 ml) and washed with water (2×10 ml) and brine (10 ml), dried over a phase separator and concentrated in vacuo. Purification of the crude product by chromatography on silica elut... Starting materials: [BH4-], CO, NCCc1ccc(Cl)c(Cl)c1, NC(=O)c1cnc(Oc2ccc(C=O)cc2F)cn1, [Na+]. Product: NC(=O)c1cnc(Oc2ccc(CNCCc3ccc(Cl)c(Cl)c3)cc2F)cn1. Reaction SMILES: [BH4-:31].[CH3:33][OH:34].[Cl:20][c:21]1[cH:22][c:23]([CH2:24][CH2:25][NH2:26])[cH:27][cH:28][c:29]1[Cl:30].[F:1][c:2]1[c:3]([O:4][c:5]2[n:6][cH:7][c:8]([C:11](=[O:12])[NH2:13])[n:9][cH:10]2)[cH:14][cH:15][c:16]([CH:18]=[O:19])[cH:17]1.[Na+:32]>>[F:1][c:2]1[c:3]([O:4][c:5]2[n:6][cH:7][c:8]([C:11](=[O:12])[NH2:13])[n:9][cH:10]2)[cH:14][cH:15][c:16]([CH2:18][NH:26][CH2:25][CH2:24][c:23]2[cH:22][c:21]([Cl:20])[c:29]([Cl:30])[cH:28][cH:27]2)[cH:17]1. Starting materials: FC(C(=O)C=1C(=C2CCCN2C1C)C1=CC=CC=C1)(F)F (2,2,2-trifluoro-1-(3-methyl-1-phenyl-6,7-dihydro-5H-pyrrolizin-2-yl)-ethan-1-one), FC(F)(F)[Si](C)(C)C (trifluoromethyltrimethylsilane), [F-].C(CCC)[N+](CCCC)(CCCC)CCCC (tetrabutylammonium fluoride), SiO2 hexane diethyl ether, [OH-].[Na+] (NaOH). Run in C1CCOC1 (THF), C(C)OCC (diethyl ether), C1CCOC1 (THF). Reaction conditions: time 1 hour. Yields the product FC(C(C(F)(F)F)(O)C=1C(=C2CCCN2C1C)C1=CC=CC=C1)(F)F (1,1,1,3,3,3-Hexafluoro-2-(3-methyl-1-phenyl-6,7-dihydro-5H-pyrrolizin-2-yl)-propan-2-ol). As a reaction SMILES: [F:1][C:2]([F:21])([F:20])[C:3]([C:5]1[C:6]([C:14]2[CH:19]=[CH:18][CH:17]=[CH:16][CH:15]=2)=[C:7]2[N:11]([C:12]=1[CH3:13])[CH2:10][CH2:9][CH2:8]2)=[O:4].[F:22][C:23]([Si](C)(C)C)([F:25])[F:24].[F-].C([N+](CCCC)(CCCC)CCCC)CCC.[OH-].[Na+]>C1COCC1.C(OCC)C>[F:21][C:2]([F:1])([F:20])[C:3]([C:5]1[C:6]([C:14]2[CH:19]=[CH:18][CH:17]=[CH:16][CH:15]=2)=[C:7]2[N:11]([C:12]=1[CH3:13])[CH2:10][CH2:9][CH2:8]2)([OH:4])[C:23]([F:25])([F:24])[F:22] |f:2.3,4.5|. Reported procedure: The solution of 2,2,2-trifluoro-1-(3-methyl-1-phenyl-6,7-dihydro-5H-pyrrolizin-2-yl)-ethan-1-one (1.8 g, 6 mmol) in THF (70 ml) is treated successively with trifluoromethyltrimethylsilane (7.5 ml, 2 M in THF, 15 mmol) and tetrabutylammonium fluoride (bound to silica gel, 1.1 mmol/g of SiO2; 0.5 g, 0.55 mmol) and stirred at 40° C. for 2 h (TLC: SiO2/hexane-diethyl ether 1:1; starting material Rf 0.4; product Rf 8.5). The mixture is cooled in an ice bath and treated with NaOH (70 ml, 10% strength ... The reactants are [N+](=O)([O-])C=1C=C2CC(NC2=CC1)=O (5-nitro-1,3-dihydro-indol-2-one), CO (MeOH), [H][H] (Hydrogen). The reagents and catalysts are [Pd] (Pd/C). Run in CCOC(=O)C (EtOAc). Run at time 2 hour. Yields the product NC=1C=C2CC(NC2=CC1)=O (5-amino 1,3-dihydro-indol-2-one). Isolated yield 98.0%. RXN SMILES: [N+:1]([C:4]1[CH:5]=[C:6]2[C:10](=[CH:11][CH:12]=1)[NH:9][C:8](=[O:13])[CH2:7]2)([O-])=O.CO.[H][H]>CCOC(C)=O.[Pd]>[NH2:1][C:4]1[CH:5]=[C:6]2[C:10](=[CH:11][CH:12]=1)[NH:9][C:8](=[O:13])[CH2:7]2. Procedure: A mixture of 1.5 g (8.4 mmol) of 5-nitro-1,3-dihydro-indol-2-one, 150 mg of Pd/C 10%, and 50 ml MeOH in 100 ml of EtOAc was placed on Parr® hydrogenator and charged with 45 psi of Hydrogen gas. The mixture was shaken for 2 hrs. The mixture was filtered and the solvent was removed in vacuo to yield 5-amino 1,3-dihydro-indol-2-one (1.22 g, 98%): 1H NMR (DMSO-d6): δ3.27 (s, 2H), 4.6 (s, 2H), 6.34 (dd, J1=2 Hz, J2=8.1 Hz, 1H), 6.45 (m, 2H), 9.88 (s, 1 H). APCI-MS: m/z 147 (m−H)−. Starting materials: O=C([O-])[O-], CS(C)=O, CCOC(C)=O, [Cl-], O=Cc1cc(C(F)(F)F)c(Cl)c(C(F)(F)F)c1, [K+], [K+], [NH4+], CC(C)c1c[nH]c2ccc(O)cc12. Yields the product CC(C)c1c[nH]c2ccc(Oc3c(C(F)(F)F)cc(C=O)cc3C(F)(F)F)cc12. Reaction SMILES: [C:14](=[O:15])([O-:16])[O-:17].[CH3:39][S:40]([CH3:41])=[O:42].[CH3:43][CH2:44][O:45][C:46](=[O:47])[CH3:48].[Cl-:37].[F:20][C:21]([c:22]1[cH:23][c:24]([CH:25]=[O:26])[cH:27][c:28]([C:31]([F:32])([F:33])[F:34])[c:29]1[Cl:30])([F:35])[F:36].[K+:18].[K+:19].[NH4+:38].[OH:1][c:2]1[cH:3][c:4]2[c:5]([CH:11]([CH3:12])[CH3:13])[cH:6][nH:7][c:8]2[cH:9][cH:10]1>>[O:1]([c:2]1[cH:3][c:4]2[c:5]([CH:11]([CH3:12])[CH3:13])[cH:6][nH:7][c:8]2[cH:9][cH:10]1)[c:29]1[c:22]([C:21]([F:20])([F:35])[F:36])[cH:23][c:24]([CH:25]=[O:26])[cH:27][c:28]1[C:31]([F:32])([F:33])[F:34].